This data is from the Open Reaction Database (ORD), a public repository of structured organic reaction records. The task is: describe an organic reaction: reactants, conditions, products, and yield The reactants are [N+](=O)([O-])C1=CC(=C(C=C1C=O)OC)OC (6-nitroveratraldehyde), C(C)O (ethanol), COCCN (2-methoxyethylamine). Solvent: C(C)(=O)O (acetic acid). Yields the product [N+](=O)([O-])C1=CC(=C(C=C1C=NCCOC)OC)OC (6-Nitroveratrylidene-2-methoxyethylamine). Yield: 72.7%. Reaction SMILES: [N+:1]([C:4]1[C:9]([CH:10]=O)=[CH:8][C:7]([O:12][CH3:13])=[C:6]([O:14][CH3:15])[CH:5]=1)([O-:3])=[O:2].C(O)C.[CH3:19][O:20][CH2:21][CH2:22][NH2:23]>C(O)(=O)C>[N+:1]([C:4]1[C:9]([CH:10]=[N:23][CH2:22][CH2:21][O:20][CH3:19])=[CH:8][C:7]([O:12][CH3:13])=[C:6]([O:14][CH3:15])[CH:5]=1)([O-:3])=[O:2]. Procedure: A suspension of 6-nitroveratraldehyde (84 g, 0.4 mole), 600 ml of ethanol, and 1 ml of acetic acid was refluxed with 2-methoxyethylamine (30 g, 0.44 mole) for 1.5 hrs. After cooling overnight filtration gave 78 g of the product; m.p. 65°-66°. The reactants are C1=CC(=CC=C1N)N2C=CN=C2, CN1CC(OC2=C(C1=O)C=CC(=N2)Cl)C3=CC=CC=C3. Reagents/catalysts: C(=O)([O-])[O-].[Cs+].[Cs+], C1CCC(CC1)P(C2CCCCC2)C3=CC=CC=C3C4=CC=CC=C4, CC(=O)O.CC(=O)O.[Pd]. The solvent is COCCOC. Reaction conditions: temperature 100 celsius. Yields the product CN1CC(OC2=C(C1=O)C=CC(=N2)NC3=CC=C(C=C3)N4C=CN=C4)C5=CC=CC=C5. Isolated yield 37.8%. Procedure details: 8-chloro-4-methyl-2-phenyl-3,4-dihydropyrido[3,2-f][1,4]oxazepin-5(2H)-one (115 mg, 0.40 mmol), 4-(1H-imidazol-1-yl)aniline (95 mg, 0.60 mmol), PdOAc2 (8.94 mg, 0.04 mmol), biphenyl-2-yldicyclohexylphosphine (13.96 mg, 0.04 mmol) and CS2CO3 (389 mg, 1.19 mmol) were placed in a microwave vial equipped with a stirring bar. The vial was capped and flushed with argon. DME (1.5 mL) was added via a syringe and the mixture was heated to 100°C in a microwave apparatus for 1 h. The residue was diluted wi... Starting materials: C(C)(=O)[O-].[NH2+]1CCCCC1 (piperidinium acetate), C(CCCCC#CC)=O (oct-6-ynal), C(CC(=O)O)(=O)O (malonic acid), O (water). The reagents and catalysts are N1CCCCC1 (piperidine), C(C)(=O)O (acetic acid). Solvent: CS(=O)C (dimethyl sulfoxide), CS(=O)C (dimethyl sulfoxide), CCOCC (ether). Product: C(C\C=C\CCCC#CC)(=O)O ((3E)-dec-3-en-8-ynoic acid). Yield: 42.0%. RXN SMILES: [C:1]([O-:4])(=[O:3])[CH3:2].[NH2+]1CCCCC1.[CH:11](=O)[CH2:12][CH2:13][CH2:14][CH2:15][C:16]#[C:17][CH3:18].C(O)(=O)CC(O)=O.O>CS(C)=O.N1CCCCC1.C(O)(=O)C.CCOCC>[C:1]([OH:4])(=[O:3])[CH2:2]/[CH:18]=[CH:17]/[CH2:16][CH2:15][CH2:14][C:13]#[C:12][CH3:11] |f:0.1|. Reported procedure: At room temp., a piperidinium acetate solution, freshly prepared by mixing piperidine (110 μL, 1.10 mmol) and acetic acid (65.0 μL, 1.10 mmol) in dimethyl sulfoxide (5.00 mL), was injected into a stirred solution of the prepared oct-6-ynal (6.70 g, 54.0 mmol) and malonic acid (11.2 g, 108 mmol) in dimethyl sulfoxide (200 mL). After refluxing the reaction mixture for 4 h, water (50 mL) and ether (100 mL) were added at room temp., and the layers were separated. The aqueous layer was extracted with... The reactants are C(C)(=O)NC1=CC=C(C(=O)O)C=C1 (p-acetamidobenzoic acid), O (water), O1CCCC1 (tetrahydrofuran), C(C(C)C)OC(=O)Cl (isobutylchloroformate), C1=CC(=CC=C1N)O (p-aminophenol). Run in C(C)N(CC)CC (triethylamine), N1=CC=CC=C1 (pyridine). The product is C(C)(=O)NC1=CC=C(C=C1)NC(=O)C1=CC=C(C=C1)O (p-[(p-Acetamidophenyl)carbamoyl]phenol). Reaction SMILES: [C:1]([NH:4][C:5]1[CH:13]=[CH:12][C:8](C(O)=O)=[CH:7][CH:6]=1)(=[O:3])[CH3:2].[O:14]1[CH2:18][CH2:17][CH2:16]C1.[CH2:19](OC(Cl)=O)[CH:20](C)C.[CH:27]1[C:32]([NH2:33])=CC=C(O)C=1.[OH2:35]>N1C=CC=CC=1.C(N(CC)CC)C>[C:32]([NH:33][C:8]1[CH:7]=[CH:6][C:5]([NH:4][C:1]([C:2]2[CH:16]=[CH:17][C:18]([OH:14])=[CH:20][CH:19]=2)=[O:3])=[CH:13][CH:12]=1)(=[O:35])[CH3:27]. Procedure details: A solution of p-acetamidobenzoic acid (12.5 g.) in 250 ml. of tetrahydrofuran is treated with triethylamine (11.1 ml.). The mixture is then treated with isobutylchloroformate (10.4 ml.) and, after 5 min. at about 25° C., with p-aminophenol (13.3 g.) in 80 ml. of dry pyridine. After 40 min. the crude product is obtained by addition of 2 liters of water. the product is recrystallized from 500 ml. of hot methanol by dilution with 300 ml. of water as white crystals, 5.9 g., m.p. 275.0°-277.0° C. Reactants: C1CCOC1, CN1CCN(c2cccc(CS(=O)(=O)c3ccccc3)c2[N+](=O)[O-])CC1. The product is CN1CCN(c2cccc(CS(=O)(=O)c3ccccc3)c2N)CC1. Reaction SMILES: [O:27]1[CH2:28][CH2:29][CH2:30][CH2:31]1.[c:1]1([S:7](=[O:8])(=[O:9])[CH2:10][c:11]2[c:12]([N+:24]([O-:25])=[O:26])[c:13]([N:17]3[CH2:18][CH2:19][N:20]([CH3:23])[CH2:21][CH2:22]3)[cH:14][cH:15][cH:16]2)[cH:2][cH:3][cH:4][cH:5][cH:6]1>>[c:1]1([S:7](=[O:8])(=[O:9])[CH2:10][c:11]2[c:12]([NH2:24])[c:13]([N:17]3[CH2:18][CH2:19][N:20]([CH3:23])[CH2:21][CH2:22]3)[cH:14][cH:15][cH:16]2)[cH:2][cH:3][cH:4][cH:5][cH:6]1. Reactants: BrC1=CC=C(CC=2C=NN(C2C2CCCCC2)C2=CC=C(C=C2)OC(F)(F)F)C=C1 (4-(4-bromobenzyl)-5-cyclohexyl-1-[4-(trifluoromethoxy)phenyl]-1H-pyrazole), CN(C)C=O (DMF). Reagents/catalysts: [C-]#N.[Zn+2].[C-]#N (zinc cyanide), C=1C=CC(=CC1)[P](C=2C=CC=CC2)(C=3C=CC=CC3)[Pd]([P](C=4C=CC=CC4)(C=5C=CC=CC5)C=6C=CC=CC6)([P](C=7C=CC=CC7)(C=8C=CC=CC8)C=9C=CC=CC9)[P](C=1C=CC=CC1)(C=1C=CC=CC1)C=1C=CC=CC1 (tetrakis(triphenylphosphine)palladium(0)). Conditions: temperature 75 celsius. Product: C1(CCCCC1)C1=C(C=NN1C1=CC=C(C=C1)OC(F)(F)F)CC1=CC=C(C#N)C=C1 (4-({5-Cyclohexyl-1-[4-(trifluoromethoxy)phenyl]-1H-pyrazol-4-yl}methyl)benzonitrile). RXN SMILES: Br[C:2]1[CH:30]=[CH:29][C:5]([CH2:6][C:7]2[CH:8]=[N:9][N:10]([C:18]3[CH:23]=[CH:22][C:21]([O:24][C:25]([F:28])([F:27])[F:26])=[CH:20][CH:19]=3)[C:11]=2[CH:12]2[CH2:17][CH2:16][CH2:15][CH2:14][CH2:13]2)=[CH:4][CH:3]=1.[CH3:31][N:32](C=O)C>[C-]#N.[Zn+2].[C-]#N.C1C=CC([P]([Pd]([P](C2C=CC=CC=2)(C2C=CC=CC=2)C2C=CC=CC=2)([P](C2C=CC=CC=2)(C2C=CC=CC=2)C2C=CC=CC=2)[P](C2C=CC=CC=2)(C2C=CC=CC=2)C2C=CC=CC=2)(C2C=CC=CC=2)C2C=CC=CC=2)=CC=1>[CH:12]1([C:11]2[N:10]([C:18]3[CH:23]=[CH:22][C:21]([O:24][C:25]([F:27])([F:26])[F:28])=[CH:20][CH:19]=3)[N:9]=[CH:8][C:7]=2[CH2:6][C:5]2[CH:4]=[CH:3][C:2]([C:31]#[N:32])=[CH:30][CH:29]=2)[CH2:13][CH2:14][CH2:15][CH2:16][CH2:17]1 |f:2.3.4,^1:44,46,65,84|. Reported procedure: A mixture of 782 mg 4-(4-bromobenzyl)-5-cyclohexyl-1-[4-(trifluoromethoxy)phenyl]-1H-pyrazole from Step D above, 115 mg zinc cyanide, and 94 mg tetrakis(triphenylphosphine)palladium(0) in 5 mL DMF was heated under nitrogen in a 75° C. oil bath over night. Evaporate most of DMF. The residue was purified on silica gel using 10-40% EtOAc in hexanes to give the title compound as a yellowish solid. 1H NMR (CDCl3, 500 MHz) δ 7.61˜7.64 (m, 2H), 7.40˜7.44 (m, 2H), 7.33˜7.37 (m, 4), 7.31 (s, 1H), 4.06 (s... Starting materials: O=C(O)C=Cc1ccc(C(F)(F)F)nc1NC1CCCC1, Cl, CS(=O)(=O)Nc1ccc(CN)cc1F. The product is CS(=O)(=O)Nc1ccc(CNC(=O)C=Cc2ccc(C(F)(F)F)nc2NC2CCCC2)cc1F. RXN SMILES: [CH:16]1([NH:21][c:22]2[n:23][c:24]([C:33]([F:34])([F:35])[F:36])[cH:25][cH:26][c:27]2[CH:28]=[CH:29][C:30](=[O:31])[OH:32])[CH2:17][CH2:18][CH2:19][CH2:20]1.[ClH:15].[NH2:1][CH2:2][c:3]1[cH:4][c:5]([F:14])[c:6]([NH:9][S:10](=[O:11])(=[O:12])[CH3:13])[cH:7][cH:8]1>>[NH:1]([CH2:2][c:3]1[cH:4][c:5]([F:14])[c:6]([NH:9][S:10](=[O:11])(=[O:12])[CH3:13])[cH:7][cH:8]1)[C:30]([CH:29]=[CH:28][c:27]1[c:22]([NH:21][CH:16]2[CH2:17][CH2:18][CH2:19][CH2:20]2)[n:23][c:24]([C:33]([F:34])([F:35])[F:36])[cH:25][cH:26]1)=[O:31]. Starting materials: [Br-], CCC[Si]1(c2ccccc2)CCC(C2CCC(C=O)CC2)CC1, C1CCOC1, CC(C)(C)[O-], CC(C)(C)[Si](C)(C)Oc1c(F)cc(C[P+](c2ccccc2)(c2ccccc2)c2ccccc2)cc1F, [K+], O. The product is CCC[Si]1(c2ccccc2)CCC(C2CCC(C=Cc3cc(F)c(O[Si](C)(C)C(C)(C)C)c(F)c3)CC2)CC1. Reaction SMILES: [Br-:7].[CH2:44]([CH2:45][CH3:46])[Si:47]1([c:61]2[cH:62][cH:63][cH:64][cH:65][cH:66]2)[CH2:48][CH2:49][CH:50]([CH:53]2[CH2:54][CH2:55][CH:56]([CH:59]=[O:60])[CH2:57][CH2:58]2)[CH2:51][CH2:52]1.[CH2:68]1[O:69][CH2:70][CH2:71][CH2:72]1.[CH3:1][C:2]([CH3:3])([O-:4])[CH3:5].[F:8][c:9]1[cH:10][c:11]([CH2:12][P+:13]([c:14]2[cH:15][cH:16][cH:17][cH:18][cH:19]2)([c:20]2[cH:21][cH:22][cH:23][cH:24][cH:25]2)[c:26]2[cH:27][cH:28][cH:29][cH:30][cH:31]2)[cH:32][c:33]([F:43])[c:34]1[O:35][Si:36]([CH3:37])([CH3:38])[C:39]([CH3:40])([CH3:41])[CH3:42].[K+:6].[OH2:67]>>[F:8][c:9]1[cH:10][c:11]([CH:12]=[CH:59][CH:56]2[CH2:55][CH2:54][CH:53]([CH:50]3[CH2:49][CH2:48][Si:47]([CH2:44][CH2:45][CH3:46])([c:61]4[cH:62][cH:63][cH:64][cH:65][cH:66]4)[CH2:52][CH2:51]3)[CH2:58][CH2:57]2)[cH:32][c:33]([F:43])[c:34]1[O:35][Si:36]([CH3:37])([CH3:38])[C:39]([CH3:40])([CH3:41])[CH3:42]. Starting materials: CCN(CC)Cc1sc(-c2nc(-c3ccc(CCN)cc3)no2)cc1C, CS(=O)(=O)Cl. Yields the product CCN(CC)Cc1sc(-c2nc(-c3ccc(CCNS(C)(=O)=O)cc3)no2)cc1C. RXN SMILES: [CH2:1]([CH3:2])[N:3]([CH2:4][CH3:5])[CH2:6][c:7]1[c:8]([CH3:26])[cH:9][c:10](-[c:12]2[n:13][c:14](-[c:17]3[cH:18][cH:19][c:20]([CH2:23][CH2:24][NH2:25])[cH:21][cH:22]3)[n:15][o:16]2)[s:11]1.[CH3:27][S:28]([Cl:29])(=[O:30])=[O:31]>>[CH2:1]([CH3:2])[N:3]([CH2:4][CH3:5])[CH2:6][c:7]1[c:8]([CH3:26])[cH:9][c:10](-[c:12]2[n:13][c:14](-[c:17]3[cH:18][cH:19][c:20]([CH2:23][CH2:24][NH:25][S:28]([CH3:27])(=[O:30])=[O:31])[cH:21][cH:22]3)[n:15][o:16]2)[s:11]1.